From a dataset of the Open Reaction Database (ORD), a public repository of structured organic reaction records. describe an organic reaction: reactants, conditions, products, and yield Yields the product S1C(=CC=C1)CC(=O)OC (methyl 2-(2-thienyl)acetate). Procedure details: To a solution of 2-thiopheneacetic acid (1.50 g, 10.6 mmol) in MeOH (20 mL) was added thionyl chloride (3.80 mL, 53 mmol) dropwise at 0° C. The resulting solution was stirred at room temperature for 18 h. The reaction mixture was concentrated in vacuo to give the title compound as a dark brown oil (1.65 g, quantitative yield) which was used in the next step without further purification. Reaction conditions: time 18 hour. As a reaction SMILES: [S:1]1[CH:5]=[CH:4][CH:3]=[C:2]1[CH2:6][C:7]([OH:9])=[O:8].S(Cl)(Cl)=O.[CH3:14]O>>[S:1]1[CH:5]=[CH:4][CH:3]=[C:2]1[CH2:6][C:7]([O:9][CH3:14])=[O:8]. Reactants: S1C(=CC=C1)CC(=O)O (2-thiopheneacetic acid), S(=O)(Cl)Cl (thionyl chloride), CO (MeOH). RXN SMILES: ClC([C@H:13]1[C@H:15]([C:16](Cl)=[O:17])[C:14]1([CH3:20])[CH3:19])C(Cl)(Cl)C1C=CC(Cl)=CC=1.[O:21]([C:28]1[CH:29]=[C:30]([CH:33]=[CH:34][C:35]=1[F:36])[CH:31]=[O:32])[C:22]1[CH:27]=[CH:26][CH:25]=[CH:24][CH:23]=1.[C-:37]#[N:38].[Na+].O>[Br-].C([N+](CCCC)(CCCC)CCCC)CCC.C1(C)C=CC=CC=1.CCCCCC>[C:37]([CH:31]([O:32][C:16]([CH:15]1[CH2:13][C:14]1([CH3:20])[CH3:19])=[O:17])[C:30]1[CH:33]=[CH:34][C:35]([F:36])=[C:28]([O:21][C:22]2[CH:23]=[CH:24][CH:25]=[CH:26][CH:27]=2)[CH:29]=1)#[N:38] |f:2.3,5.6|. The reactants are ClC(C(C1=CC=C(C=C1)Cl)(Cl)Cl)[C@@H]1C([C@H]1C(=O)Cl)(C)C (trans-3-(1,2,2-trichloro-2-(4-chloro-phenyl)-ethyl)-2,2-dimethyl-cyclo-propane-1-carboxylic acid chloride), O(C1=CC=CC=C1)C=1C=C(C=O)C=CC1F (3-phenoxy-4-fluoro-benzaldehyde), [C-]#N.[Na+] (sodium cyanide), O (water). Reported procedure: 6.36 g (0.017 mole) of trans-3-(1,2,2-trichloro-2-(4-chloro-phenyl)-ethyl)-2,2-dimethyl-cyclo-propane-1-carboxylic acid chloride and 3,67 g (0.017 mole) of 3-phenoxy-4-fluoro-benzaldehyde were together added dropwise to a mixture of 1.13 g of sodium cyanide, 1.7 ml of water, 100 ml of n-hexane and 0.6 g of tetrabutylammonium bromide at 20°-25° C., whilst stirring, and the mixture was then stirred at 20°-25° C. for 4 hours. 300 ml of toluene were subsequently added to the reaction mixture, and th... Solvent: C1(=CC=CC=C1)C (toluene), CCCCCC (n-hexane). Reagents/catalysts: [Br-].C(CCC)[N+](CCCC)(CCCC)CCCC (tetrabutylammonium bromide). The product is C(#N)C(C1=CC(=C(C=C1)F)OC1=CC=CC=C1)OC(=O)C1C(C1)(C)C (2,2-dimethyl-cyclopropane-1-carboxylic acid α-cyano-3-phenoxy-4-fluorobenzyl ester).